describe an organic reaction: reactants, conditions, products, and yield From a dataset of the Open Reaction Database (ORD), a public repository of structured organic reaction records. Reactants: IC=1C(=NN(C1)CC1=CC(=C(C=C1)[N+](=O)[O-])C)C(F)(F)F (4-Iodo-1-(3-methyl-4-nitrobenzyl)-3-trifluoromethyl-1H-pyrazole), IC(C(F)(F)F)(F)F (iodopentafluoroethane), CN(C)C=O (DMF). The reagents and catalysts are [Cu] (copper). Solvent: C(C)(=O)OCC (ethyl acetate). Run at temperature 132.5 celsius, time 8 hour. Yields the product CC=1C=C(CN2N=C(C(=C2)C(C(F)(F)F)(F)F)C(F)(F)F)C=CC1[N+](=O)[O-] (1-(3-methyl-4-nitrobenzyl)-4-pentafluoroethyl-3-trifluoromethyl-1H-pyrazole). The yield is 68.8%. RXN SMILES: I[C:2]1[C:3]([C:18]([F:21])([F:20])[F:19])=[N:4][N:5]([CH2:7][C:8]2[CH:13]=[CH:12][C:11]([N+:14]([O-:16])=[O:15])=[C:10]([CH3:17])[CH:9]=2)[CH:6]=1.I[C:23]([F:29])([F:28])[C:24]([F:27])([F:26])[F:25].CN(C=O)C>C(OCC)(=O)C.[Cu]>[CH3:17][C:10]1[CH:9]=[C:8]([CH:13]=[CH:12][C:11]=1[N+:14]([O-:16])=[O:15])[CH2:7][N:5]1[CH:6]=[C:2]([C:23]([F:29])([F:28])[C:24]([F:27])([F:26])[F:25])[C:3]([C:18]([F:21])([F:20])[F:19])=[N:4]1. Reported procedure: 4-Iodo-1-(3-methyl-4-nitrobenzyl)-3-trifluoromethyl-1H-pyrazole (2.06 g), copper powder (0.95 g), iodopentafluoroethane (4.92 g) and DMF (13 ml) were set in an autoclave and heated and stirred for 8 hours, maintaining the inside temperature of 130-135° C. After cooling to room temperature, the reaction mixture was diluted with ethyl acetate (50 ml) and an insoluble matter was filtered with Celite and washed with ethyl acetate. The filtrate was concentrated under the reduced pressure and the obta... The reactants are Cc1ccc(CCOc2ccc(N=C=O)cc2)cc1, CNOC, c1ccccc1. The product is CON(C)C(=O)Nc1ccc(OCCc2ccc(C)cc2)cc1. As a reaction SMILES: [CH3:1][c:2]1[cH:3][cH:4][c:5]([CH2:6][CH2:7][O:8][c:9]2[cH:10][cH:11][c:12]([N:15]=[C:16]=[O:17])[cH:13][cH:14]2)[cH:18][cH:19]1.[CH3:20][NH:21][O:22][CH3:23].[cH:24]1[cH:25][cH:26][cH:27][cH:28][cH:29]1>>[CH3:1][c:2]1[cH:3][cH:4][c:5]([CH2:6][CH2:7][O:8][c:9]2[cH:10][cH:11][c:12]([NH:15][C:16](=[O:17])[N:21]([CH3:20])[O:22][CH3:23])[cH:13][cH:14]2)[cH:18][cH:19]1.